This data is from the Open Reaction Database (ORD), a public repository of structured organic reaction records. The task is: describe an organic reaction: reactants, conditions, products, and yield The reactants are C1CCOC1, [Li]CCCC, COc1ccc(F)c(C(OC)OC)c1, O=CN1CCOCC1, O. Yields the product COc1cc(C=O)c(F)c(C(OC)OC)c1. Reaction SMILES: [CH2:1]1[CH2:3][CH2:2][CH2:4][O:5]1.[CH2:20]([Li:21])[CH2:22][CH2:23][CH3:24].[CH3:6][O:7][CH:8]([c:9]1[c:10]([F:17])[cH:11][cH:12][c:13]([O:15][CH3:16])[cH:14]1)[O:18][CH3:19].[CH:25]([N:26]1[CH2:27][CH2:28][O:29][CH2:30][CH2:31]1)=[O:32].[OH2:33]>>[CH:4](=[O:5])[c:11]1[c:10]([F:17])[c:9]([CH:8]([O:7][CH3:6])[O:18][CH3:19])[cH:14][c:13]([O:15][CH3:16])[cH:12]1. The reactants are BrC=1C=CC2=C(C=CO2)C1 (5-bromo-1-benzofuran), Cl (HCl), CN(C)C=O (DMF), BrC=1C=CC2=C(C=CO2)C1 (5-bromo-1-benzofuran), Mg, II (I2). The solvent is C1CCOC1 (THF), O (water), C1CCOC1 (THF). Run at temperature -40 celsius, time 30 minute. Yields the product C(=O)C=1C=CC2=C(C=CO2)C1 (5-formyl-1-benzofuran). Isolated yield 539.3%. As a reaction SMILES: Br[C:2]1[CH:3]=[CH:4][C:5]2[O:9][CH:8]=[CH:7][C:6]=2[CH:10]=1.II.CN([CH:16]=[O:17])C.Cl>C1COCC1.O>[CH:16]([C:2]1[CH:3]=[CH:4][C:5]2[O:9][CH:8]=[CH:7][C:6]=2[CH:10]=1)=[O:17]. Procedure details: A mixture of 5-bromo-1-benzofuran (0.5 g), Mg (0.92 g, 0.038 mol), I2 (1 crystal) in dry THF (2.5 mL) under N2 atmosphere was refluxed for 30 min. To this was added a solution of 5-bromo-1-benzofuran (4.5 g) in 25 mL of dry THF) as soon as the 12 color disappear and refluxed for another 2 h. The reaction mixture was then cooled to −40° C. and added dry DMF (3.6 g) drop-wise and slowly warmed to RT for a period of 12 h. The reaction mixture was then cooled to 0° C. and acidified with 3N HCl to pH... Starting materials: CC(C)(C)n1nc(CCC=O)cc1-c1ccccc1, CCCCCC, CCOC(C)=O, CCN(C(C)C)C(C)C, ClCCl, O, c1ccc(N2CCNCC2)cc1. The product is CC(C)(C)n1nc(CCCN2CCN(c3ccccc3)CC2)cc1-c1ccccc1. As a reaction SMILES: [C:1]([CH3:2])([CH3:3])([CH3:4])[n:5]1[n:6][c:7]([CH2:16][CH2:17][CH:18]=[O:19])[cH:8][c:9]1-[c:10]1[cH:11][cH:12][cH:13][cH:14][cH:15]1.[CH3:45][CH2:46][CH2:47][CH2:48][CH2:49][CH3:50].[CH3:51][CH2:52][O:53][C:54]([CH3:55])=[O:56].[CH:32]([N:33]([CH:34]([CH3:35])[CH3:36])[CH2:37][CH3:38])([CH3:39])[CH3:40].[Cl:42][CH2:43][Cl:44].[OH2:41].[c:20]1([N:26]2[CH2:27][CH2:28][NH:29][CH2:30][CH2:31]2)[cH:21][cH:22][cH:23][cH:24][cH:25]1>>[C:1]([CH3:2])([CH3:3])([CH3:4])[n:5]1[n:6][c:7]([CH2:16][CH2:17][CH2:18][N:29]2[CH2:28][CH2:27][N:26]([c:20]3[cH:21][cH:22][cH:23][cH:24][cH:25]3)[CH2:31][CH2:30]2)[cH:8][c:9]1-[c:10]1[cH:11][cH:12][cH:13][cH:14][cH:15]1. The reactants are C(C1=CC=CC=C1)(=O)C1=C(C=CC(=C1)Cl)N1N=C(N=C1CCl)C(=O)OCC (ethyl 1-(2-benzoyl-4-chlorophenyl)-5-chloromethyl-1H-1,2,4-triazole-3-carboxylate), CO (methanol), [OH-].[Na+] (sodium hydroxide). The solvent is C(C)(=O)O (acetic acid). Reaction conditions: time 15 minute. The product is C(C1=CC=CC=C1)(=O)C1=C(C=CC(=C1)Cl)N1N=C(N=C1CCl)C(=O)O (1-(2-benzoyl-4-chlorophenyl)-5-chloromethyl-1H-1,2,4-triazole-3-carboxylic acid). As a reaction SMILES: [C:1]([C:9]1[CH:14]=[C:13]([Cl:15])[CH:12]=[CH:11][C:10]=1[N:16]1[C:20]([CH2:21][Cl:22])=[N:19][C:18]([C:23]([O:25]CC)=[O:24])=[N:17]1)(=[O:8])[C:2]1[CH:7]=[CH:6][CH:5]=[CH:4][CH:3]=1.CO.[OH-].[Na+]>C(O)(=O)C>[C:1]([C:9]1[CH:14]=[C:13]([Cl:15])[CH:12]=[CH:11][C:10]=1[N:16]1[C:20]([CH2:21][Cl:22])=[N:19][C:18]([C:23]([OH:25])=[O:24])=[N:17]1)(=[O:8])[C:2]1[CH:3]=[CH:4][CH:5]=[CH:6][CH:7]=1 |f:2.3|. Procedure: To a solution of 6.0 parts of ethyl 1-(2-benzoyl-4-chlorophenyl)-5-chloromethyl-1H-1,2,4-triazole-3-carboxylate in 70 volume parts of methanol is added 16.5 volume parts of 1N sodium hydroxide dropwise. The hydrolysis is completed after about 15 minutes. Then, acetic acid is added to the reaction mixture to make acidic and the solvent is distilled off under reduced pressure. To the residue is added water and the precipitate is collected by filtration. The procedure gives 1-(2-benzoyl-4-chlorophe... Starting materials: C1(=CC=CC=C1)C1(C=CCC=C1)CCOS(=O)(=O)C (methanesulfonic acid 2-(1-phenyl-2,5-cyclohexadien-1-yl)-ethyl ester), C(C)NCC (diethylamine). The solvent is C1(=CC=CC=C1)C (toluene). Reaction conditions: temperature 150 celsius. The product is C(C)N(CCC1(C=CCC=C1)C1=CC=CC=C1)CC (N,N-diethyl-1-phenyl-2,5-cyclohexadien-1-ethylamine). As a reaction SMILES: [C:1]1([C:7]2([CH2:13][CH2:14]OS(C)(=O)=O)[CH:12]=[CH:11][CH2:10][CH:9]=[CH:8]2)[CH:6]=[CH:5][CH:4]=[CH:3][CH:2]=1.[CH2:20]([NH:22][CH2:23][CH3:24])[CH3:21]>C1(C)C=CC=CC=1>[CH2:20]([N:22]([CH2:23][CH3:24])[CH2:14][CH2:13][C:7]1([C:1]2[CH:6]=[CH:5][CH:4]=[CH:3][CH:2]=2)[CH:12]=[CH:11][CH2:10][CH:9]=[CH:8]1)[CH3:21]. Procedure details: 87 g. of methanesulfonic acid 2-(1-phenyl-2,5-cyclohexadien-1-yl)-ethyl ester are dissolved in 600 ml. of toluene. 95 ml. (about 3 equivalents) of diethylamine are added and then the mixture is heated at 150° C. in a pressure vessel for 16 hours. The workingup is carried out as described in the second part of Example 7. There is obtained crude N,N-diethyl-1-phenyl-2,5-cyclohexadien-1-ethylamine which is dissolved in ether and converted with hydrogen chloride into the hydrochloride. After recryst... Reactants: CCOC(=O)c1c(S(=O)(=O)N2CCN(C(=O)OC(C)(C)C)CC2)c2cc(Br)ccc2n1S(=O)(=O)c1ccccc1, CCOC(C)=O, Cl. Yields the product CCOC(=O)c1c(S(=O)(=O)N2CCNCC2)c2cc(Br)ccc2n1S(=O)(=O)c1ccccc1, Cl. As a reaction SMILES: [Br:1][c:2]1[cH:3][c:4]2[c:5]([S:25](=[O:26])(=[O:27])[N:28]3[CH2:29][CH2:30][N:31]([C:34]([O:35][C:36]([CH3:37])([CH3:38])[CH3:39])=[O:40])[CH2:32][CH2:33]3)[c:6]([C:20](=[O:21])[O:22][CH2:23][CH3:24])[n:7]([S:11](=[O:12])(=[O:13])[c:14]3[cH:15][cH:16][cH:17][cH:18][cH:19]3)[c:8]2[cH:9][cH:10]1.[CH3:42][CH2:43][O:44][C:45](=[O:46])[CH3:47].[ClH:41]>>[Br:1][c:2]1[cH:3][c:4]2[c:5]([S:25](=[O:26])(=[O:27])[N:28]3[CH2:29][CH2:30][NH:31][CH2:32][CH2:33]3)[c:6]([C:20](=[O:21])[O:22][CH2:23][CH3:24])[n:7]([S:11](=[O:12])(=[O:13])[c:14]3[cH:15][cH:16][cH:17][cH:18][cH:19]3)[c:8]2[cH:9][cH:10]1.[ClH:41].